Task: describe an organic reaction: reactants, conditions, products, and yield. Dataset: the Open Reaction Database (ORD), a public repository of structured organic reaction records Reactants: BrC1=CC=CC(=N1)C1=NN(C2=NC=CC=C21)C(C2=CC=CC=C2)(C2=CC=CC=C2)C2=CC=CC=C2 (3-(6-bromo-2-pyridyl)-1-trityl-pyrazolo[5,4-b]pyridine), NCC1CCC(CC1)NC(OC(C)(C)C)=O (tert-butyl N-[4-(aminomethyl)cyclohexyl]carbamate), CC(C)([O-])C.[Na+] (sodium t-butoxide), C1(CCCCC1)P(C1=C(C=CC=C1)C1=C(C=CC=C1)C)C1CCCCC1 (dicyclohexyl-[2-(o-tolyl)phenyl]phosphane). Reagents/catalysts: C(C)(=O)[O-].[Pd+2].C(C)(=O)[O-] (Palladium acetate). Solvent: COCCOC (DME), C(Cl)Cl (DCM). Run at time 2 hour. The product is NC1CCC(CC1)CNC1=NC(=CC=C1)C1=NNC2=NC=CC=C21 (N-((4-aminocyclohexyl)methyl)-6-(1H-pyrazolo[3,4-b]pyridin-3-yl)pyridin-2-amine). The yield is 31.3%. RXN SMILES: Br[C:2]1[N:7]=[C:6]([C:8]2[C:16]3[C:11](=[N:12][CH:13]=[CH:14][CH:15]=3)[N:10](C(C3C=CC=CC=3)(C3C=CC=CC=3)C3C=CC=CC=3)[N:9]=2)[CH:5]=[CH:4][CH:3]=1.[NH2:36][CH2:37][CH:38]1[CH2:43][CH2:42][CH:41]([NH:44]C(=O)OC(C)(C)C)[CH2:40][CH2:39]1.C1(P(C2CCCCC2)C2C=CC=CC=2C2C=CC=CC=2C)CCCCC1.CC(C)([O-])C.[Na+]>COCCOC.C(Cl)Cl.C([O-])(=O)C.[Pd+2].C([O-])(=O)C>[NH2:44][CH:41]1[CH2:42][CH2:43][CH:38]([CH2:37][NH:36][C:2]2[CH:3]=[CH:4][CH:5]=[C:6]([C:8]3[C:16]4[C:11](=[N:12][CH:13]=[CH:14][CH:15]=4)[NH:10][N:9]=3)[N:7]=2)[CH2:39][CH2:40]1 |f:3.4,7.8.9|. Procedure details: To a stirred solution of 3-(6-bromo-2-pyridyl)-1-trityl-pyrazolo[5,4-b]pyridine (100 mg, 0.1933 mmol) and tert-butyl N-[4-(aminomethyl)cyclohexyl]carbamate (52.97 mg, 0.232 mmol) in DME (1.5 mL) was added Palladium acetate (4.340 mg, 0.01933 mmol) followed by dicyclohexyl-[2-(o-tolyl)phenyl]phosphane (7.046 mg, 0.01933 mmol) and sodium t-butoxide (27.87 mg, 0.2900 mmol). The reaction mixture was allowed to stir at 120 degrees in the microwave for 2 hours at which time consumption of the SM was o... Starting materials: COc1ccc(Cn2c(Br)cnc2C(Cc2ccccc2)NC(=O)OC(C)(C)C)cc1, COc1ccc(CCl)cc1, CN(C)C=O, O. Product: COc1ccc(Cn2ccnc2C(Cc2ccccc2)NC(=O)OC(C)(C)C)cc1. Reaction SMILES: [C:1]([CH3:2])([CH3:3])([CH3:4])[O:5][C:6]([NH:7][CH:8]([CH2:9][c:10]1[cH:11][cH:12][cH:13][cH:14][cH:15]1)[c:16]1[n:17]([CH2:22][c:23]2[cH:24][cH:25][c:26]([O:29][CH3:30])[cH:27][cH:28]2)[c:18]([Br:21])[cH:19][n:20]1)=[O:31].[CH3:32][O:33][c:34]1[cH:35][cH:36][c:37]([CH2:38][Cl:39])[cH:40][cH:41]1.[O:43]=[CH:44][N:45]([CH3:46])[CH3:47].[OH2:42]>>[C:1]([CH3:2])([CH3:3])([CH3:4])[O:5][C:6]([NH:7][CH:8]([CH2:9][c:10]1[cH:11][cH:12][cH:13][cH:14][cH:15]1)[c:16]1[n:17]([CH2:22][c:23]2[cH:24][cH:25][c:26]([O:29][CH3:30])[cH:27][cH:28]2)[cH:18][cH:19][n:20]1)=[O:31].